From a dataset of the Open Reaction Database (ORD), a public repository of structured organic reaction records. describe an organic reaction: reactants, conditions, products, and yield Reactants: [OH-].[Na+] (sodium hydroxide), BrCCCCBr (1,4-dibromo butane), OC1=CC=C2CCC(NC2=C1)=O (7-hydroxy-3,4-dihydrocarbostyril), [OH-].[Na+] (Sodium hydroxide), O (Water). Solvent: C1CCCCC1 (cyclohexane), CC(=O)N(C)C (dimethylacetamide). The product is BrCCCCOC1=CC=C2CCC(NC2=C1)=O (7-(4-bromobutoxy)-3,4-dihydrocarbostyril). As a reaction SMILES: [Br:1][CH2:2][CH2:3][CH2:4][CH2:5]Br.[OH:7][C:8]1[CH:17]=[C:16]2[C:11]([CH2:12][CH2:13][C:14](=[O:18])[NH:15]2)=[CH:10][CH:9]=1.[OH-].[Na+].O>CC(N(C)C)=O.C1CCCCC1>[Br:1][CH2:2][CH2:3][CH2:4][CH2:5][O:7][C:8]1[CH:17]=[C:16]2[C:11]([CH2:12][CH2:13][C:14](=[O:18])[NH:15]2)=[CH:10][CH:9]=1 |f:2.3|. Reported procedure: 1,4-dibromo butane (509 ml) was added to a stirred solution of 7-hydroxy-3,4-dihydrocarbostyril (100 gm) in dimethylacetamide (500 ml) at ambient temperature. The reaction mixture was heated at 36° to 40° C. Sodium hydroxide (33.1 gm) was added to the reaction mixture at the interval of 30 min (Complete the addition of sodium hydroxide in 9 equal fractions in 4.0 hours). The reaction mixture was cooled at ambient temperature and D.M Water was added to it. The reaction mixture was extracted with ... Starting materials: C1(=CC=CC=C1)C(C1=CC=CC=C1)(C1=CC=CC=C1)NCCO (2-(triphenylmethylamino)ethanol), [H-].[Na+] (NaH), O (water), ClC(C=1C(=CC=CC1)C)Cl (α,α-Dichloro-o-xylene). The solvent is C1CCOC1 (THF), C1CCOC1 (THF). Reaction conditions: time 0.5 hour. Yields the product ClCC1=C(COCCNC(C2=CC=CC=C2)(C2=CC=CC=C2)C2=CC=CC=C2)C=CC=C1 (2-[[2-(Chloromethyl)benzyl]oxy]-N-tritylethanamine). As a reaction SMILES: [C:1]1([C:7]([NH:20][CH2:21][CH2:22][OH:23])([C:14]2[CH:19]=[CH:18][CH:17]=[CH:16][CH:15]=2)[C:8]2[CH:13]=[CH:12][CH:11]=[CH:10][CH:9]=2)[CH:6]=[CH:5][CH:4]=[CH:3][CH:2]=1.[H-].[Na+].[Cl:26][CH:27](Cl)[C:28]1[C:29]([CH3:34])=[CH:30][CH:31]=[CH:32][CH:33]=1.O>C1COCC1>[Cl:26][CH2:27][C:28]1[CH:33]=[CH:32][CH:31]=[CH:30][C:29]=1[CH2:34][O:23][CH2:22][CH2:21][NH:20][C:7]([C:8]1[CH:13]=[CH:12][CH:11]=[CH:10][CH:9]=1)([C:14]1[CH:19]=[CH:18][CH:17]=[CH:16][CH:15]=1)[C:1]1[CH:2]=[CH:3][CH:4]=[CH:5][CH:6]=1 |f:1.2|. Procedure: A solution of 2-(triphenylmethylamino)ethanol (5.00 g, 16.5 mmol) in THF (20 ml) was added dropwise to a suspension of NaH (60% in oil, 0.79 g, 19.8 mmol) in THF (30 ml) at room temperature and the mixture was stirred for 0.5 hour. α,α-Dichloro-o-xylene (1.56 g, 66.0 mmol) was added and the mixture was stirred for 24 h at reflux temperature. The mixture was poured into water (50 ml) and the whole was extracted with ether (50 ml×2). The combined organic layers were washed with brine, dried over m... Reactants: C1CCOC1, COc1ccc(CNc2cccc(CCCCC(=O)CP(=O)(OC)OC)n2)cc1, [Na+], [OH-], O=Cc1cnc2ccccc2n1. Product: COc1ccc(CNc2cccc(CCCCC(=O)C=Cc3cnc4ccccc4n3)n2)cc1. Reaction SMILES: [CH2:44]1[O:45][CH2:46][CH2:47][CH2:48]1.[CH3:1][O:2][P:3](=[O:4])([O:5][CH3:6])[CH2:7][C:8]([CH2:9][CH2:10][CH2:11][CH2:12][c:13]1[n:14][c:15]([NH:19][CH2:20][c:21]2[cH:22][cH:23][c:24]([O:27][CH3:28])[cH:25][cH:26]2)[cH:16][cH:17][cH:18]1)=[O:29].[Na+:43].[OH-:42].[n:30]1[c:31]([CH:40]=[O:41])[cH:32][n:33][c:34]2[cH:35][cH:36][cH:37][cH:38][c:39]12>>[CH:7]([C:8]([CH2:9][CH2:10][CH2:11][CH2:12][c:13]1[n:14][c:15]([NH:19][CH2:20][c:21]2[cH:22][cH:23][c:24]([O:27][CH3:28])[cH:25][cH:26]2)[cH:16][cH:17][cH:18]1)=[O:29])=[CH:40][c:31]1[n:30][c:39]2[c:34]([n:33][cH:32]1)[cH:35][cH:36][cH:37][cH:38]2. Run in CN(C=O)C (dimethylformamide), CN(C=O)C (dimethylformamide), O (water). Reaction conditions: temperature 130 celsius. Starting materials: OC1=CC=C(OC(C#N)C)C=C1 (2-(4-hydroxyphenoxy)propionitrile), [H-].[Na+] (sodium hydride), [H][H] (hydrogen), ClC1=NC2=CC=CC=C2N=C1 (2-chloroquinoxaline). Product: N1=C(C=NC2=CC=CC=C12)OC1=CC=C(OC(C#N)C)C=C1 (2-[4-(2-Quinoxalinyloxy)phenoxy]propionitrile). Reaction SMILES: [OH:1][C:2]1[CH:12]=[CH:11][C:5]([O:6][CH:7]([CH3:10])[C:8]#[N:9])=[CH:4][CH:3]=1.[H-].[Na+].[H][H].Cl[C:18]1[CH:27]=[N:26][C:25]2[C:20](=[CH:21][CH:22]=[CH:23][CH:24]=2)[N:19]=1>CN(C)C=O.O>[N:19]1[C:20]2[C:25](=[CH:24][CH:23]=[CH:22][CH:21]=2)[N:26]=[CH:27][C:18]=1[O:1][C:2]1[CH:3]=[CH:4][C:5]([O:6][CH:7]([CH3:10])[C:8]#[N:9])=[CH:11][CH:12]=1 |f:1.2|. Reported procedure: In a nitrogen atmosphere, add a solution of 4.9 g (0.03 mole) 2-(4-hydroxyphenoxy)propionitrile in 20 cc dimethylformamide to 1.5 g sodium hydride (0.03 mole) in 20 cc dimethylformamide. When the evolution of hydrogen ceases, add 4.9 g (0.03 mole) 2-chloroquinoxaline. Heat at approximately 130° C. until the reaction is complete. Pour into water and extract the product in ether. Dry the ethereal extracts and concentrate to yield the desired nitrile.